Dataset: the Open Reaction Database (ORD), a public repository of structured organic reaction records. Task: describe an organic reaction: reactants, conditions, products, and yield Reactants: ClC1=NC=CC(=C1)Cl (2,4-dichloro-pyridine), C(=O)(OC(C)(C)C)N1CCNCC1 (N-Boc piperazine), CC(C)([O-])C.[Na+] (sodium tert butoxide), 2-(di-tbutylphosphino)biphenyl, O (water). As a reaction SMILES: Cl[C:2]1[CH:7]=[C:6]([Cl:8])[CH:5]=[CH:4][N:3]=1.[C:9]([N:16]1[CH2:21][CH2:20][NH:19][CH2:18][CH2:17]1)([O:11][C:12]([CH3:15])([CH3:14])[CH3:13])=[O:10].CC(C)([O-])C.[Na+].O>C1(C)C=CC=CC=1.C([O-])(=O)C.[Pd+2].C([O-])(=O)C>[C:12]([O:11][C:9]([N:16]1[CH2:21][CH2:20][N:19]([C:2]2[CH:7]=[C:6]([Cl:8])[CH:5]=[CH:4][N:3]=2)[CH2:18][CH2:17]1)=[O:10])([CH3:15])([CH3:13])[CH3:14] |f:2.3,6.7.8|. Product: C(C)(C)(C)OC(=O)N1CCN(CC1)C1=NC=CC(=C1)Cl (4-(4-chloro-pyridin-2-yl)-piperazine-1-carboxylic acid tert-butyl ester). Procedure: Stir a solution of 2,4-dichloro-pyridine (6.7 mmol, 1 g), N-Boc piperazine (8.1 mmol, 1.5 g), sodium tert butoxide (9.5 mmol, 0.9 g), palladium (II) acetate (0.7 mmol, 0.15 g) and 2-(di-tbutylphosphino)biphenyl (0.7 mmol, 0.2 g) dissolved in toluene under nitrogen at 100° C. for 4 hours. Cool down to room temperature and add water. Extract in ethyl acetate washing the organic layer with water and saturated aq. sodium chloride. Dry organic layer over sodium sulfate, filter, and concentrate under ... Reagents/catalysts: C(C)(=O)[O-].[Pd+2].C(C)(=O)[O-] (palladium (II) acetate). Run in C1(=CC=CC=C1)C (toluene). Reactants: ( b ), BrC1=CC=C(OCCO)C=C1 (2-(4-bromophenoxyl)ethanol), C1(CC1)CBr (cyclopropylmethyl bromide). Yields the product C1(CC1)COCCOC1=CC=C(C=C1)Br (4-(2-[cyclopropylmethoxy]ethoxy)-bromobenzene). Reaction SMILES: [Br:1][C:2]1[CH:11]=[CH:10][C:5]([O:6][CH2:7][CH2:8][OH:9])=[CH:4][CH:3]=1.[CH:12]1([CH2:15]Br)[CH2:14][CH2:13]1>>[CH:12]1([CH2:15][O:9][CH2:8][CH2:7][O:6][C:5]2[CH:10]=[CH:11][C:2]([Br:1])=[CH:3][CH:4]=2)[CH2:14][CH2:13]1. Procedure: Prepared by the method of Example 10 (b) using 2-(4-bromophenoxyl)ethanol and cyclopropylmethyl bromide. The reactants are ClC=1N=C(C=2N=CN([C@H]3[C@H](O[Si](C)(C)C(C)(C)C)[C@H](O[Si](C)(C)C(C)(C)C)[C@@H](CO[Si](C)(C)C(C)(C)C)O3)C2N1)N (2-chloro-2′,3′,5′-tri-O-(tert-butyldimethylsilyl)adenosine), S1C(=CC=C1)CCO (2-(thiophen-2-yl)ethyl alcohol), [H-].[Na+] (Sodium hydride). Reaction conditions: temperature 50 celsius. Yields the product S1C(=CC=C1)CCOC=1N=C(C=2N=CN([C@H]3[C@H](O[Si](C)(C)C(C)(C)C)[C@H](O[Si](C)(C)C(C)(C)C)[C@@H](CO[Si](C)(C)C(C)(C)C)O3)C2N1)N (2-[2-(thiophen-2-yl)ethoxy]-2′,3′,5′-tri-O-(TERT-butyldimethylsilyl)-adenosine). As a reaction SMILES: Cl[C:2]1[N:3]=[C:4]([NH2:41])[C:5]2[N:6]=[CH:7][N:8]([C:39]=2[N:40]=1)[C@@H:9]1[O:38][C@H:28]([CH2:29][O:30][Si:31]([C:34]([CH3:37])([CH3:36])[CH3:35])([CH3:33])[CH3:32])[C@@H:19]([O:20][Si:21]([C:24]([CH3:27])([CH3:26])[CH3:25])([CH3:23])[CH3:22])[C@H:10]1[O:11][Si:12]([C:15]([CH3:18])([CH3:17])[CH3:16])([CH3:14])[CH3:13].[S:42]1[CH:46]=[CH:45][CH:44]=[C:43]1[CH2:47][CH2:48][OH:49].[H-].[Na+]>>[S:42]1[CH:46]=[CH:45][CH:44]=[C:43]1[CH2:47][CH2:48][O:49][C:2]1[N:3]=[C:4]([NH2:41])[C:5]2[N:6]=[CH:7][N:8]([C:39]=2[N:40]=1)[C@@H:9]1[O:38][C@H:28]([CH2:29][O:30][Si:31]([C:34]([CH3:37])([CH3:36])[CH3:35])([CH3:33])[CH3:32])[C@@H:19]([O:20][Si:21]([C:24]([CH3:27])([CH3:26])[CH3:25])([CH3:23])[CH3:22])[C@H:10]1[O:11][Si:12]([C:15]([CH3:18])([CH3:17])[CH3:16])([CH3:14])[CH3:13] |f:2.3|. Procedure details: A mixture of 2-chloro-2′,3′,5′-tri-O-(tert-butyldimethylsilyl)adenosine) (Example 1, 1.0 g, 1.5 mmol) and 2-(thiophen-2-yl)ethyl alcohol (5 mL) was heated to 50° C. in a roundbottom flask under a nitrogen atmosphere. Sodium hydride (300 mg, 60% dispersion in mineral oil, 7.7 mmol) was added at a rate so as to control gas evolution. Once complete, the reaction was allowed to cool to room temperature and was carefully quenched with 10 mL of water, then extracted with ethyl acetate (3×20 ml). The c... Starting materials: CCOC(=O)C(C)C(c1ccc(C(F)(F)F)cc1)c1cn(C(=O)OC(C)(C)C)c2c(CSC)cccc12, ClCCl, O, O=C(O)C(F)(F)F. Product: CCOC(=O)C(C)C(c1ccc(C(F)(F)F)cc1)c1c[nH]c2c(CSC)cccc12. RXN SMILES: [CH2:1]([CH3:2])[O:3][C:4]([CH:5]([CH:6]([c:7]1[cH:8][cH:9][c:10]([C:13]([F:14])([F:15])[F:16])[cH:11][cH:12]1)[c:17]1[cH:18][n:19]([C:29]([O:30][C:31]([CH3:32])([CH3:33])[CH3:34])=[O:35])[c:20]2[c:21]([CH2:26][S:27][CH3:28])[cH:22][cH:23][cH:24][c:25]12)[CH3:36])=[O:37].[Cl:46][CH2:47][Cl:48].[OH2:45].[OH:38][C:39]([C:40]([F:41])([F:42])[F:43])=[O:44]>>[CH2:1]([CH3:2])[O:3][C:4]([CH:5]([CH:6]([c:7]1[cH:8][cH:9][c:10]([C:13]([F:14])([F:15])[F:16])[cH:11][cH:12]1)[c:17]1[cH:18][nH:19][c:20]2[c:21]([CH2:26][S:27][CH3:28])[cH:22][cH:23][cH:24][c:25]12)[CH3:36])=[O:37]. Reactants: CN(/C=C/C(=O)C1=NN(C=CC1=O)C1=CC(=CC=C1)OC(F)(F)F)C (3-((E)-3-Dimethylamino-acryloyl)-1-(3-trifluoromethoxy-phenyl)-1H-pyridazin-4-one), N(N)C=1C=C(C(=O)N)C=CC1 (3-hydrazino-benzamide). Run in C(C)(=O)O (acetic acid). Yields the product O=C1C(=NN(C=C1)C1=CC(=CC=C1)OC(F)(F)F)C1=CC=NN1C=1C=C(C(=O)N)C=CC1 (3-{5-[4-Oxo-1-(3-trifluoromethoxy-phenyl)-1,4-dihydro-pyridazin-3-yl]-pyrazol-1-yl}-benzamide). RXN SMILES: C[N:2](C)/[CH:3]=[CH:4]/[C:5]([C:7]1[C:12](=[O:13])[CH:11]=[CH:10][N:9]([C:14]2[CH:19]=[CH:18][CH:17]=[C:16]([O:20][C:21]([F:24])([F:23])[F:22])[CH:15]=2)[N:8]=1)=O.[NH:26]([C:28]1[CH:29]=[C:30]([CH:34]=[CH:35][CH:36]=1)[C:31]([NH2:33])=[O:32])N>C(O)(=O)C>[O:13]=[C:12]1[CH:11]=[CH:10][N:9]([C:14]2[CH:19]=[CH:18][CH:17]=[C:16]([O:20][C:21]([F:24])([F:23])[F:22])[CH:15]=2)[N:8]=[C:7]1[C:5]1[N:26]([C:28]2[CH:29]=[C:30]([CH:34]=[CH:35][CH:36]=2)[C:31]([NH2:33])=[O:32])[N:2]=[CH:3][CH:4]=1. Procedure details: 3-((E)-3-Dimethylamino-acryloyl)-1-(3-trifluoromethoxy-phenyl)-1H-pyridazin-4-one (A-6) and 3-hydrazino-benzamide (2 eq) were dissolved in a sealed tube in acetic acid and irradiated in MW at 120° C. for 15 min. The solvent of the reaction mixture was removed and the crude product was purified by preparative HPLC yielding the desired product. The reactants are O[C@@]1([C@H]2C=C([C@@H](C1)CC2)C2=CC=CC=C2)CCOS(=O)(=O)C2=CC=C(C=C2)C (rac-toluene-4-sulfonic acid (1R*,2R*,4R*)-2-(2-hydroxy-5-phenyl-bicyclo[2.2.2]oct-5-en-2-yl)-ethyl ester), CN (MeNH2). The solvent is solution, CCO (EtOH), C(Cl)Cl (DCM). Reaction conditions: temperature 40 celsius, time 8 hour. Yields the product CNCCC1(C2C=C(C(C1)CC2)C2=CC=CC=C2)O (rac-(1R*,2R*,4R*)-2-(2-methylamino-ethyl)-5-phenyl-bicyclo[2.2.2]oct-5-en-2-ol). Reaction SMILES: [OH:1][C@@:2]1([CH2:16][CH2:17]OS(C2C=CC(C)=CC=2)(=O)=O)[CH2:7][C@H:6]2[CH2:8][CH2:9][C@@H:3]1[CH:4]=[C:5]2[C:10]1[CH:15]=[CH:14][CH:13]=[CH:12][CH:11]=1.[CH3:29][NH2:30]>CCO.C(Cl)Cl>[CH3:29][NH:30][CH2:17][CH2:16][C:2]1([OH:1])[CH2:7][CH:6]2[CH2:8][CH2:9][CH:3]1[CH:4]=[C:5]2[C:10]1[CH:15]=[CH:14][CH:13]=[CH:12][CH:11]=1. Procedure: 4.28 g of rac-toluene-4-sulfonic acid (1R*,2R*,4R*)-2-(2-hydroxy-5-phenyl-bicyclo[2.2.2]oct-5-en-2-yl)-ethyl ester (see Example 1, procedures P1.1 and P1.2) were dissolved in a 8 M solution of MeNH2 in EtOH (54 mL). The mixture was stirred overnight at 40° C., diluted with DCM and washed with sat.-NaHCO3. The organic phase was dried over anh. Na2SO4 and concentrated to give 2.73 g of rac-(1R*,2R*,4R*)-2-(2-methylamino-ethyl)-5-phenyl-bicyclo[2.2.2]oct-5-en-2-ol as a white solid. The reactants are C(C)OC(C)OCC1=C(C=CC=C1)C(C(=O)NC)=O (2-[2-{(1-ethoxyethyl)oxymethyl}phenyl]-N-methyl-2-oxoacetamide), Cl (hydrochloric acid), Cl.CON (Methoxyamine hydrochloride), C[O-].[Na+].CO (sodium methoxide methanol), C([O-])(O)=O.[Na+] (sodium bicarbonate). Solvent: CO (methanol), CO (methanol), O (water). The product is OCC1=C(C=CC=C1)C(C(=O)NC)=NOC (2-(2-hydroxymethylphenyl)-2-methoxyimino-N-methylacetamide). The yield is 97.3%. Reaction SMILES: Cl.[CH3:2][O:3][NH2:4].C[O-].[Na+].CO.C(OC([O:15][CH2:16][C:17]1[CH:22]=[CH:21][CH:20]=[CH:19][C:18]=1[C:23](=O)[C:24]([NH:26][CH3:27])=[O:25])C)C.Cl.C(=O)(O)[O-].[Na+]>CO.O>[OH:15][CH2:16][C:17]1[CH:22]=[CH:21][CH:20]=[CH:19][C:18]=1[C:23](=[N:4][O:3][CH3:2])[C:24]([NH:26][CH3:27])=[O:25] |f:0.1,2.3.4,7.8|. Procedure: Methoxyamine hydrochloride (7.52 g, 0.09 mol) was dissolved in methanol (60 ml), and a 28% sodium methoxide-methanol solution (19.68 g, 0.102 mol) was added to the solution under ice-cooling to obtain a suspension. A solution of 2-[2-{(1-ethoxyethyl)oxymethyl}phenyl]-N-methyl-2-oxoacetamide (15.92 g, 0.06 mol) in methanol (60 ml) was added to the suspension. The mixture was stirred under reflux for 2 hours. After completion of the reaction, about half of the methanol was evaporated under reduced...